Dataset: the Open Reaction Database (ORD), a public repository of structured organic reaction records. Task: describe an organic reaction: reactants, conditions, products, and yield Reactants: C[O-].[Na+] (sodium methylate), CS(=O)C (dimethylsulfoxide), N(C1=CC=CC=C1)CCC#N (β-anilinopropionitrile), OC(CS(=O)(=O)C)C=1C=C(C(=C(N(C(C)=O)C)C1)C)NC (5'-[1-hydroxy-2-(methylsulfonyl)ethyl]-N,2'-dimethyl-3'-methylaminoacetanilide). The solvent is O (water). Product: N(C1=CC=CC=C1)C=C(CC=1C=C(C(=C(N(C(C)=O)C)C1)C)NC)C#N (5'-(3-anilino-2-cyanoallyl)-N,2'-dimethyl-3'-methylaminoacetanilide). RXN SMILES: C[O-].[Na+].[NH:4]([CH2:11][CH2:12][C:13]#[N:14])[C:5]1[CH:10]=[CH:9][CH:8]=[CH:7][CH:6]=1.O[CH:16]([C:22]1[CH:23]=[C:24]([NH:34][CH3:35])[C:25]([CH3:33])=[C:26]([CH:32]=1)[N:27]([CH3:31])[C:28](=[O:30])[CH3:29])CS(C)(=O)=O.CS(C)=O>O>[NH:4]([CH:11]=[C:12]([C:13]#[N:14])[CH2:16][C:22]1[CH:23]=[C:24]([NH:34][CH3:35])[C:25]([CH3:33])=[C:26]([CH:32]=1)[N:27]([CH3:31])[C:28](=[O:30])[CH3:29])[C:5]1[CH:10]=[CH:9][CH:8]=[CH:7][CH:6]=1 |f:0.1|. Procedure details: A mixture of 27 g. of sodium methylate, 41 g. of β-anilinopropionitrile and 79.5 g. of 5'-[1-hydroxy-2-(methylsulfonyl)ethyl]-N,2'-dimethyl-3'-methylaminoacetanilide in 350 ml. of absolute dimethylsulfoxide was stirred for 1 hour at 50° C., then diluted with 2 liters of water and extracted with 6 liters of ethyl acetate. The ethyl acetate extract was washed with 1 liter of water, dried over magnesium sulfate and evaporated in vacuo. The residue was chromatographed on 2 kg. of silica gel with eth... The reactants are CC(=O)[O-], CC(=O)[O-], C=Cc1ccccc1, COC(=O)c1cccnc1Cl, CC(=O)[O-], [Na+], CN(C)C=O, [Pd+2], c1ccc(P(c2ccccc2)c2ccccc2)cc1. Yields the product COC(=O)c1cccnc1C=Cc1ccccc1. Reaction SMILES: [C:49]([O-:50])(=[O:51])[CH3:52].[C:54]([O-:55])(=[O:56])[CH3:57].[CH2:12]=[CH:13][c:14]1[cH:15][cH:16][cH:17][cH:18][cH:19]1.[CH3:1][O:2][C:3]([c:4]1[c:5]([Cl:10])[n:6][cH:7][cH:8][cH:9]1)=[O:11].[CH3:21][C:22](=[O:23])[O-:24].[Na+:20].[O:44]=[CH:45][N:46]([CH3:47])[CH3:48].[Pd+2:53].[c:25]1([P:26]([c:27]2[cH:28][cH:29][cH:30][cH:31][cH:32]2)[c:33]2[cH:34][cH:35][cH:36][cH:37][cH:38]2)[cH:39][cH:40][cH:41][cH:42][cH:43]1>>[CH3:1][O:2][C:3]([c:4]1[c:5]([CH:12]=[CH:13][c:14]2[cH:15][cH:16][cH:17][cH:18][cH:19]2)[n:6][cH:7][cH:8][cH:9]1)=[O:11]. Reported procedure: The title material of Example 68 in MeOH is hydrogenated over Pd on carbon in a standard Parr apparatus by the method of Example 35 to generate the title product. Reagents/catalysts: [Pd] (Pd on carbon). Reactants: C1(=CC=CC=C1)C=CCC1CCCCCC(N1)=O (octahydro-8-(3-phenyl-2-propenyl)azocin-2-one). RXN SMILES: [C:1]1([CH:7]=[CH:8][CH2:9][CH:10]2[NH:17][C:16](=[O:18])[CH2:15][CH2:14][CH2:13][CH2:12][CH2:11]2)[CH:6]=[CH:5][CH:4]=[CH:3][CH:2]=1>CO.[Pd]>[C:1]1([CH2:7][CH2:8][CH2:9][CH:10]2[NH:17][C:16](=[O:18])[CH2:15][CH2:14][CH2:13][CH2:12][CH2:11]2)[CH:2]=[CH:3][CH:4]=[CH:5][CH:6]=1. Product: C1(=CC=CC=C1)CCCC1CCCCCC(N1)=O (octahydro-8-(3-phenylpropyl)azocin-2-one). The solvent is CO (MeOH). Yields the product CCc1c(NCC(NS(=O)(=O)c2cccc3ccccc23)C(=O)O)ncnc1N1CCC(c2ccc3c(n2)NCCC3)CC1. As a reaction SMILES: [CH2:1]([CH3:2])[c:3]1[c:4]([NH:25][CH2:26][CH:27]([NH:28][S:29](=[O:30])(=[O:31])[c:32]2[cH:33][cH:34][cH:35][c:36]3[cH:37][cH:38][cH:39][cH:40][c:41]23)[C:42](=[O:43])[O:44][C:45]([CH3:46])([CH3:47])[CH3:48])[n:5][cH:6][n:7][c:8]1[N:9]1[CH2:10][CH2:11][CH:12]([c:15]2[cH:16][cH:17][c:18]3[c:23]([n:24]2)[NH:22][CH2:21][CH2:20][CH2:19]3)[CH2:13][CH2:14]1.[CH3:56][c:57]1[cH:58][cH:59][cH:60][cH:61][cH:62]1.[Cl:63][CH2:64][Cl:65].[OH:49][C:50]([C:51]([F:52])([F:53])[F:54])=[O:55]>>[CH2:1]([CH3:2])[c:3]1[c:4]([NH:25][CH2:26][CH:27]([NH:28][S:29](=[O:30])(=[O:31])[c:32]2[cH:33][cH:34][cH:35][c:36]3[cH:37][cH:38][cH:39][cH:40][c:41]23)[C:42](=[O:43])[OH:44])[n:5][cH:6][n:7][c:8]1[N:9]1[CH2:10][CH2:11][CH:12]([c:15]2[cH:16][cH:17][c:18]3[c:23]([n:24]2)[NH:22][CH2:21][CH2:20][CH2:19]3)[CH2:13][CH2:14]1. Reactants: CCc1c(NCC(NS(=O)(=O)c2cccc3ccccc23)C(=O)OC(C)(C)C)ncnc1N1CCC(c2ccc3c(n2)NCCC3)CC1, Cc1ccccc1, ClCCl, O=C(O)C(F)(F)F. Starting materials: C(C1=CC=CC=C1)N1N=C2C(=CC=CC2=C1C1=CC=C(C=C1)O)C(F)(F)F (4-(2-Benzyl-7-trifluoromethyl-2H-indazol-3-yl)-phenol), C([O-])([O-])=O.[Cs+].[Cs+] (cesium carbonate), COC(C1=CC=C(C=C1)Br)=O (4-bromo-benzoic acid methyl ester). The reagents and catalysts are [Cu]I (CuI). Run in N1=CC=CC=C1 (pyridine), Cl (HCl). Conditions: time 30 minute. Yields the product COC(C1=CC=C(C=C1)OC1=CC=C(C=C1)C=1N(N=C2C(=CC=CC12)C(F)(F)F)CC1=CC=CC=C1)=O (4-[4-(2-benzyl-7-trifluoromethyl-2H-indazol-3-yl)-phenoxy]-benzoic acid methyl ester). Reaction SMILES: [CH2:1]([N:8]1[C:16]([C:17]2[CH:22]=[CH:21][C:20]([OH:23])=[CH:19][CH:18]=2)=[C:15]2[C:10]([C:11]([C:24]([F:27])([F:26])[F:25])=[CH:12][CH:13]=[CH:14]2)=[N:9]1)[C:2]1[CH:7]=[CH:6][CH:5]=[CH:4][CH:3]=1.C(=O)([O-])[O-].[Cs+].[Cs+].[CH3:34][O:35][C:36](=[O:44])[C:37]1[CH:42]=[CH:41][C:40](Br)=[CH:39][CH:38]=1>N1C=CC=CC=1.Cl.[Cu]I>[CH3:34][O:35][C:36](=[O:44])[C:37]1[CH:42]=[CH:41][C:40]([O:23][C:20]2[CH:21]=[CH:22][C:17]([C:16]3[N:8]([CH2:1][C:2]4[CH:7]=[CH:6][CH:5]=[CH:4][CH:3]=4)[N:9]=[C:10]4[C:15]=3[CH:14]=[CH:13][CH:12]=[C:11]4[C:24]([F:27])([F:25])[F:26])=[CH:18][CH:19]=2)=[CH:39][CH:38]=1 |f:1.2.3|. Reported procedure: 4-(2-Benzyl-7-trifluoromethyl-2H-indazol-3-yl)-phenol (180 mg, 0.5 mmol), cesium carbonate (490 mg, 1.5 mmol), CuI (20 mg, 0.1 mmol) and 4-bromo-benzoic acid methyl ester (215 mg, 1.0 mmol) were dissolved in 3 ml of dry pyridine. The reaction mixture was run in microwave (Emory's Optimizer, Personal Chemistry) at 200° C. for 30 min. After cooling to room temperature, the reaction mixture was diluted with 1 M HCl (aq.) and the product extracted three times with CH2Cl2. Combined organic phases wer... Starting materials: CCN(CC)CCNC(=O)c1cc(C)c(C=O)[nH]1, C1CCNCC1, CCO, O=C1Cc2c(cccc2-c2cccc(Cl)c2)N1. The product is CCN(CC)CCNC(=O)c1cc(C)c(C=C2C(=O)Nc3cccc(-c4cccc(Cl)c4)c32)[nH]1. Reaction SMILES: [CH2:18]([CH3:19])[N:20]([CH2:21][CH2:22][NH:23][C:24](=[O:25])[c:26]1[nH:27][c:28]([CH:32]=[O:33])[c:29]([CH3:31])[cH:30]1)[CH2:34][CH3:35].[CH2:36]1[CH2:37][CH2:38][NH:39][CH2:40][CH2:41]1.[CH3:42][CH2:43][OH:44].[Cl:1][c:2]1[cH:3][c:4](-[c:8]2[c:9]3[c:13]([cH:14][cH:15][cH:16]2)[NH:12][C:11](=[O:17])[CH2:10]3)[cH:5][cH:6][cH:7]1>>[Cl:1][c:2]1[cH:3][c:4](-[c:8]2[c:9]3[c:13]([cH:14][cH:15][cH:16]2)[NH:12][C:11](=[O:17])[C:10]3=[CH:32][c:28]2[nH:27][c:26]([C:24]([NH:23][CH2:22][CH2:21][N:20]([CH2:18][CH3:19])[CH2:34][CH3:35])=[O:25])[cH:30][c:29]2[CH3:31])[cH:5][cH:6][cH:7]1. Starting materials: FC1=C(C(=CC=C1)F)C1CC(=NO1)C=1N=C(SC1)C1CNNCC1 (4-[4-[5-(2,6-difluorophenyl)-4,5-dihydro-3-isoxazolyl]-2-thiazolyl]hexahydropyridazine), FC1=C(C(=CC=C1)F)C1CC(=NO1)C=1N=C(SC1)C1CNNCC1 (4-[4-[5-(2,6-difluorophenyl)-4,5-dihydro-3-isoxazolyl]-2-thiazolyl]hexahydropyridazine), CC1=CC(=NN1CC(=O)O)C(F)(F)F (5-methyl-3-(trifluoromethyl)-1H-pyrazole-1-acetic acid), N,N-dicyclohexylcarbodiimide. Run in ClCCl (dichloromethane), ClCCl (dichloromethane). Reaction conditions: time 48 hour. The product is FC1=C(C(=CC=C1)F)C1CC(=NO1)C=1N=C(SC1)C1CNN(CC1)C(CN1N=C(C=C1C)C(F)(F)F)=O (1-[4-[4-[5-(2,6-difluorophenyl)-4,5-dihydro-3-isoxazolyl]-2-thiazolyl]tetrahydro-1(2H)-pyridazinyl]-2-[5-methyl-3-(trifluoromethyl)-1H-pyrazol-1-yl]ethanone). RXN SMILES: [F:1][C:2]1[CH:7]=[CH:6][CH:5]=[C:4]([F:8])[C:3]=1[CH:9]1[O:13][N:12]=[C:11]([C:14]2[N:15]=[C:16]([CH:19]3[CH2:24][CH2:23][NH:22][NH:21][CH2:20]3)[S:17][CH:18]=2)[CH2:10]1.[CH3:25][C:26]1[N:30]([CH2:31][C:32](O)=[O:33])[N:29]=[C:28]([C:35]([F:38])([F:37])[F:36])[CH:27]=1>ClCCl>[F:8][C:4]1[CH:5]=[CH:6][CH:7]=[C:2]([F:1])[C:3]=1[CH:9]1[O:13][N:12]=[C:11]([C:14]2[N:15]=[C:16]([CH:19]3[CH2:24][CH2:23][N:22]([C:32](=[O:33])[CH2:31][N:30]4[C:26]([CH3:25])=[CH:27][C:28]([C:35]([F:38])([F:37])[F:36])=[N:29]4)[NH:21][CH2:20]3)[S:17][CH:18]=2)[CH2:10]1. Procedure: A mixture of 4-[4-[5-(2,6-difluorophenyl)-4,5-dihydro-3-isoxazolyl]-2-thiazolyl]hexahydropyridazine (i.e. the product of Step H) (0.29 g, 0.83 mmol), 5-methyl-3-(trifluoromethyl)-1H-pyrazole-1-acetic acid (0.19 g, 0.91 mmol) and N,N-dicyclohexylcarbodiimide (0.19 g, 0.91 mmol) in dichloromethane (5 mL) was stirred at room temperature for 48 h. More dichloromethane was added to the reaction mixture, the mixture was filtered, washing thoroughly with dichloromethane. The filtrate was concentrated u...